From a dataset of the Open Reaction Database (ORD), a public repository of structured organic reaction records. describe an organic reaction: reactants, conditions, products, and yield Yields the product CC1NC(=O)NN=C1c1ccc(NC=O)cc1. The reactants are CC(=O)OC(C)=O, O=CO, CC1NC(=O)NN=C1c1ccc(N)cc1, O. Reaction SMILES: [CH3:1][C:2](=[O:3])[O:4][C:5](=[O:6])[CH3:7].[CH:24]([OH:25])=[O:26].[NH2:8][c:9]1[cH:10][cH:11][c:12]([C:15]2=[N:20][NH:19][C:18](=[O:21])[NH:17][CH:16]2[CH3:22])[cH:13][cH:14]1.[OH2:23]>>[CH:2](=[O:3])[NH:8][c:9]1[cH:10][cH:11][c:12]([C:15]2=[N:20][NH:19][C:18](=[O:21])[NH:17][CH:16]2[CH3:22])[cH:13][cH:14]1.